This data is from the Open Reaction Database (ORD), a public repository of structured organic reaction records. The task is: describe an organic reaction: reactants, conditions, products, and yield Starting materials: COc1ccc(CC(=O)O)cc1Oc1ccc(NC(=O)C(C)(C)C)cc1CSCC(F)(F)F, COC(=O)Cc1ccc(OC)c(Oc2ccc(N(C)C(=O)C(C)(C)C)cc2CSCC(F)(F)F)c1, CC#N, CO, [H-], CI, [Li+], [Na+], [OH-], O. Product: COc1ccc(CC(=O)O)cc1Oc1ccc(N(C)C(=O)C(C)(C)C)cc1CSCC(F)(F)F. As a reaction SMILES: [CH3:1][C:2]([CH3:3])([CH3:4])[C:5]([NH:6][c:7]1[cH:8][cH:9][c:10]([O:11][c:12]2[cH:13][c:14]([CH2:15][C:16]([OH:17])=[O:18])[cH:19][cH:20][c:21]2[O:22][CH3:23])[c:24]([CH2:25][S:26][CH2:27][C:28]([F:29])([F:30])[F:31])[cH:32]1)=[O:33].[CH3:38][O:39][C:40]([CH2:41][c:42]1[cH:43][c:44]([O:50][c:51]2[c:52]([CH2:65][S:66][CH2:67][C:68]([F:69])([F:70])[F:71])[cH:53][c:54]([N:57]([CH3:58])[C:59]([C:60]([CH3:61])([CH3:62])[CH3:63])=[O:64])[cH:55][cH:56]2)[c:45]([O:48][CH3:49])[cH:46][cH:47]1)=[O:72].[CH3:75][C:76]#[N:77].[CH3:78][OH:79].[H-:36].[I:34][CH3:35].[Li+:73].[Na+:37].[OH-:74].[OH2:80]>>[O:39]=[C:40]([CH2:41][c:42]1[cH:43][c:44]([O:50][c:51]2[c:52]([CH2:65][S:66][CH2:67][C:68]([F:69])([F:70])[F:71])[cH:53][c:54]([N:57]([CH3:58])[C:59]([C:60]([CH3:61])([CH3:62])[CH3:63])=[O:64])[cH:55][cH:56]2)[c:45]([O:48][CH3:49])[cH:46][cH:47]1)[OH:72]. Starting materials: O=C([O-])O, CCOC(=O)N(CC(Cc1cccnc1)c1ccc(OCOC)cc1)S(=O)(=O)c1ccc(Cl)cc1, ClCCl, Cl, [Na+], C1COCCO1, O. The product is CCOC(=O)N(CC(Cc1cccnc1)c1ccc(O)cc1)S(=O)(=O)c1ccc(Cl)cc1. As a reaction SMILES: [C:38](=[O:39])([O-:40])[OH:41].[CH2:1]([CH3:2])[O:3][C:4](=[O:5])[N:6]([S:7](=[O:8])(=[O:9])[c:10]1[cH:11][cH:12][c:13]([Cl:16])[cH:14][cH:15]1)[CH2:17][CH:18]([CH2:19][c:20]1[cH:21][n:22][cH:23][cH:24][cH:25]1)[c:26]1[cH:27][cH:28][c:29]([O:32][CH2:33][O:34][CH3:35])[cH:30][cH:31]1.[CH2:49]([Cl:50])[Cl:51].[ClH:36].[Na+:42].[O:43]1[CH2:44][CH2:45][O:46][CH2:47][CH2:48]1.[OH2:37]>>[CH2:1]([CH3:2])[O:3][C:4](=[O:5])[N:6]([S:7](=[O:8])(=[O:9])[c:10]1[cH:11][cH:12][c:13]([Cl:16])[cH:14][cH:15]1)[CH2:17][CH:18]([CH2:19][c:20]1[cH:21][n:22][cH:23][cH:24][cH:25]1)[c:26]1[cH:27][cH:28][c:29]([OH:32])[cH:30][cH:31]1.